Task: describe an organic reaction: reactants, conditions, products, and yield. Dataset: the Open Reaction Database (ORD), a public repository of structured organic reaction records Starting materials: COC=1C=C2CCOC(C2=CC1)=O (6-methoxy-isochroman-1-one), solution, C[Al](C)C (trimethylaluminum), O1CCOC12CN(CC2)C2=C(C=C(C=C2)N)F (4-(1,4-dioxa-7-aza-spiro[4.4]non-7-yl)-3-fluorophenylamine), [C@@H]([C@H](C(=O)[O-])O)(C(=O)[O-])O.[Na+].[K+] (Rochelle salt). Run in C(Cl)Cl (methylene chloride), C1(=CC=CC=C1)C (toluene), C(Cl)Cl (methylene chloride). Conditions: temperature 0 celsius, time 15 minute. Yields the product O1CCOC12CN(CC2)C2=C(C=C(C=C2)NC(C2=C(C=C(C=C2)OC)CCO)=O)F (N-[4-(1,4-Dioxa-7-aza-spiro[4.4]non-7-yl)-3-fluorophenyl]-2-(2-hydroxyethyl)-4-methoxy-benzamide). As a reaction SMILES: C[Al](C)C.[O:5]1[C:9]2([CH2:13][CH2:12][N:11]([C:14]3[CH:19]=[CH:18][C:17]([NH2:20])=[CH:16][C:15]=3[F:21])[CH2:10]2)[O:8][CH2:7][CH2:6]1.[CH3:22][O:23][C:24]1[CH:25]=[C:26]2[C:31](=[CH:32][CH:33]=1)[C:30](=[O:34])[O:29][CH2:28][CH2:27]2.[C@H](O)(C([O-])=O)[C@@H](O)C([O-])=O.[Na+].[K+]>C1(C)C=CC=CC=1.C(Cl)Cl>[O:8]1[C:9]2([CH2:13][CH2:12][N:11]([C:14]3[CH:19]=[CH:18][C:17]([NH:20][C:30](=[O:34])[C:31]4[CH:32]=[CH:33][C:24]([O:23][CH3:22])=[CH:25][C:26]=4[CH2:27][CH2:28][OH:29])=[CH:16][C:15]=3[F:21])[CH2:10]2)[O:5][CH2:6][CH2:7]1 |f:3.4.5|. Reported procedure: A 2M solution of trimethylaluminum in toluene (14.9 mL) was added dropwise at 0° C. to a solution of 4-(1,4-dioxa-7-aza-spiro[4.4]non-7-yl)-3-fluorophenylamine (5.3 g) in methylene chloride (100.8 mL). The reaction mixture was stirred for 15 min at 0° C. and then for 30 min at room temperature. Then a solution of 6-methoxy-isochroman-1-one (3.8 g) in methylene chloride (40 mL) was added dropwise. The reaction mixture was stirred overnight at room temperature. Then saturated Rochelle salt solutio... The reactants are Cl (hydrochloric acid), C(C=1C(S)=CC=CC1)(=O)O (thiosalicylic acid), C1(O)=CC=C(O)C=C1 (hydroquinone), C([O-])(O)=O.[Na+] (sodium bicarbonate). Run in S(O)(O)(=O)=O (sulfuric acid). Conditions: time 4 hour. The product is OC1=CC=C(C=2SC3=CC=CC=C3C(C12)=O)O (1,4-Dihydroxythioxanthone). Yield: 29.8%. RXN SMILES: [C:1](O)(=[O:9])[C:2]1[C:3](=[CH:5][CH:6]=[CH:7][CH:8]=1)[SH:4].[C:11]1([CH:18]=[CH:17][C:15]([OH:16])=[CH:14][CH:13]=1)[OH:12].C(=O)(O)[O-].[Na+].Cl>S(=O)(=O)(O)O>[OH:12][C:11]1[C:18]2[C:1](=[O:9])[C:2]3[C:3](=[CH:5][CH:6]=[CH:7][CH:8]=3)[S:4][C:17]=2[C:15]([OH:16])=[CH:14][CH:13]=1 |f:2.3|. Procedure details: A suspension of thiosalicylic acid (5.0 g) and hydroquinone (5.0 g) in concentrated sulfuric acid (100 ml) is stirred at room temperature for 4 h. The red suspension is poured on ice and allowed to reach ambient temperature when it is then filtered. The solid obtained is treated with saturated sodium bicarbonate and the solution was carefully neutralized with 20% hydrochloric acid. The solid is filtered, dissolved in acetone and filtered again through a plug of silica gel. The solution is concen... Starting materials: CCO, O=C(NC1CCc2[nH]c3ccc(F)cc3c2C1)OCc1ccccc1. RXN SMILES: [CH3:26][CH2:27][OH:28].[F:1][c:2]1[cH:3][c:4]2[c:5]3[c:10]([nH:11][c:12]2[cH:13][cH:14]1)[CH2:9][CH2:8][CH:7]([NH:15][C:16](=[O:17])[O:18][CH2:19][c:20]1[cH:21][cH:22][cH:23][cH:24][cH:25]1)[CH2:6]3>>[F:1][c:2]1[cH:3][c:4]2[c:5]3[c:10]([nH:11][c:12]2[cH:13][cH:14]1)[CH2:9][CH2:8][CH:7]([NH2:15])[CH2:6]3. Yields the product NC1CCc2[nH]c3ccc(F)cc3c2C1. The reactants are C(CC(=O)C)(=O)OCC (Ethyl acetoacetate), C(C)(C)[N-]C(C)C.[Li+] (lithium diisopropylamide), CC=1C=C(CBr)C=CC1 (3-methylbenzylbromide). Run in O1CCCC1 (tetrahydrofuran). Reaction conditions: time 30 minute. The product is CC=1C=C(C=CC1)CCC(CC(=O)OCC)=O (5-(3-Methylphenyl)-3-oxopentanoic acid, ethyl ester). Reaction SMILES: [C:1]([O:7][CH2:8][CH3:9])(=[O:6])[CH2:2][C:3]([CH3:5])=[O:4].C([N-]C(C)C)(C)C.[Li+].[CH3:18][C:19]1[CH:20]=[C:21]([CH:24]=[CH:25][CH:26]=1)[CH2:22]Br>O1CCCC1>[CH3:18][C:19]1[CH:20]=[C:21]([CH2:22][CH2:5][C:3](=[O:4])[CH2:2][C:1]([O:7][CH2:8][CH3:9])=[O:6])[CH:24]=[CH:25][CH:26]=1 |f:1.2|. Procedure details: Ethyl acetoacetate (74.5 ml) was added dropwise to a solution of lithium diisopropylamide (2.0M solution in heptane/tetrahydrofuran/ethylbenzene, 600 ml) in tetrahydrofuran (2.5 L) at 0° C. The mixture was stirred for 30 min then 3-methylbenzylbromide (79 ml) was added dropwise. The mixture was stirred for 1 hour at 0° C. then quenched with 2M HCl. The mixture was extracted with ethyl acetate, the extracts washed with water, dried (MgSO4) and evaporated to give an oil which was purified by chrom... RXN SMILES: Br[CH2:2][C:3]1[CH:8]=[CH:7][C:6]([CH:9]([CH:29]2[CH2:33][CH2:32][CH2:31][CH2:30]2)[C:10]([NH:12][C:13]2[C:14]([CH3:28])=[C:15]([CH2:19][CH2:20][C:21]([O:23][C:24]([CH3:27])([CH3:26])[CH3:25])=[O:22])[CH:16]=[CH:17][CH:18]=2)=[O:11])=[CH:5][CH:4]=1.[CH3:34][C:35]1[C:44]2[C:39](=[CH:40][CH:41]=[CH:42][CH:43]=2)[C:38](=[O:45])[NH:37][N:36]=1.C(=O)([O-])[O-].[Cs+].[Cs+]>CN(C=O)C>[CH:29]1([CH:9]([C:6]2[CH:7]=[CH:8][C:3]([CH2:2][N:37]3[N:36]=[C:35]([CH3:34])[C:44]4[C:39](=[CH:40][CH:41]=[CH:42][CH:43]=4)[C:38]3=[O:45])=[CH:4][CH:5]=2)[C:10]([NH:12][C:13]2[C:14]([CH3:28])=[C:15]([CH2:19][CH2:20][C:21]([O:23][C:24]([CH3:27])([CH3:26])[CH3:25])=[O:22])[CH:16]=[CH:17][CH:18]=2)=[O:11])[CH2:30][CH2:31][CH2:32][CH2:33]1 |f:2.3.4|. The solvent is CN(C)C=O (DMF). Product: C1(CCCC1)C(C(=O)NC=1C(=C(C=CC1)CCC(=O)OC(C)(C)C)C)C1=CC=C(C=C1)CN1C(C2=CC=CC=C2C(=N1)C)=O (tert-Butyl 3-{3-[(cyclopentyl{4-[(4-methyl-1-oxophthalazin-2(1H)-yl)methyl]phenyl}acetyl)-amino]-2-methylphenyl}propanoate). Procedure details: 50 mg (0.097 mmol) of tert-butyl 3-[3-({[4-(bromomethyl)phenyl](cyclopentyl)acetyl}amino)-2-methylphenyl]propanoate, 19 mg (0.12 mmol) of 4-methylphthalazin-1(2H)-one and 47 mg (0.15 mmol) of cesium carbonate were stirred in 5 ml of DMF at 60° C. for 12 h. After cooling, the reaction mixture was purified directly by preparative HPLC. This gave 43 mg (0.07 mmol, 74% of theory) of the racemic title compound. The reactants are BrCC1=CC=C(C=C1)C(C(=O)NC=1C(=C(C=CC1)CCC(=O)OC(C)(C)C)C)C1CCCC1 (tert-butyl 3-[3-({[4-(bromomethyl)phenyl](cyclopentyl)acetyl}amino)-2-methylphenyl]propanoate), CC1=NNC(C2=CC=CC=C12)=O (4-methylphthalazin-1(2H)-one), C([O-])([O-])=O.[Cs+].[Cs+] (cesium carbonate).